From a dataset of the Open Reaction Database (ORD), a public repository of structured organic reaction records. describe an organic reaction: reactants, conditions, products, and yield Reactants: C(C1=CC=CC=C1)NCCCC1=CC=C(OC2=NC=C(C(=O)N)C=C2)C=C1 (6-[4-(3-benzylamino-propyl)-phenoxy]-nicotinamide), BrCCCCC (1-bromopentane). The product is C(C1=CC=CC=C1)N(CCCC1=CC=C(OC2=NC=C(C(=O)N)C=C2)C=C1)CCCCC (6-{4-[3-(Benzyl-pentyl-amino)-propyl]-phenoxy}-nicotinamide). Reaction SMILES: [CH2:1]([NH:8][CH2:9][CH2:10][CH2:11][C:12]1[CH:27]=[CH:26][C:15]([O:16][C:17]2[CH:25]=[CH:24][C:20]([C:21]([NH2:23])=[O:22])=[CH:19][N:18]=2)=[CH:14][CH:13]=1)[C:2]1[CH:7]=[CH:6][CH:5]=[CH:4][CH:3]=1.Br[CH2:29][CH2:30][CH2:31][CH2:32][CH3:33]>>[CH2:1]([N:8]([CH2:29][CH2:30][CH2:31][CH2:32][CH3:33])[CH2:9][CH2:10][CH2:11][C:12]1[CH:27]=[CH:26][C:15]([O:16][C:17]2[CH:25]=[CH:24][C:20]([C:21]([NH2:23])=[O:22])=[CH:19][N:18]=2)=[CH:14][CH:13]=1)[C:2]1[CH:3]=[CH:4][CH:5]=[CH:6][CH:7]=1. Reported procedure: Using a method similar to example 2, using 6-[4-(3-benzylamino-propyl)-phenoxy]-nicotinamide (Step 3, Example 131) and 1-bromopentane gives the title compound: HPLC (30/70 to 90/10 ACN/(0.1% TFA in water) Zorbax SB-Phenyl Column 4.6 mm×15 cm×5 micron: Retention time: 8.40 minutes, Purity: 99.8%; mass spectrum (ion spray): m/z=432.3 (M+1). The reactants are C1(CCCCC1)C(=O)Cl (Cyclohexanecarbonyl chloride), NC=1SC=CN1 (2-aminothiazole), C(C)(C)N(CC)C(C)C (di-isopropylethylamine). Run in ClCCl (dichloromethane). Conditions: time 18 hour. The product is S1C(=NC=C1)NC(=O)C1CCCCC1 (N-(2-thiazolyl)cyclohexanecarboxamide). Yield: 72.8%. RXN SMILES: [CH:1]1([C:7](Cl)=[O:8])[CH2:6][CH2:5][CH2:4][CH2:3][CH2:2]1.[NH2:10][C:11]1[S:12][CH:13]=[CH:14][N:15]=1.C(N(C(C)C)CC)(C)C>ClCCl>[S:12]1[CH:13]=[CH:14][N:15]=[C:11]1[NH:10][C:7]([CH:1]1[CH2:6][CH2:5][CH2:4][CH2:3][CH2:2]1)=[O:8]. Procedure: Cyclohexanecarbonyl chloride (4.38 g, 30 mmol) was added dropwise to a solution of 2-aminothiazole (3.00 g, 30 mmol) and di-isopropylethylamine (3.87 g, 30 mmol) in dichloromethane (50 ml) at 0° C. The mixture was warmed to room temperature, stirred for 18 h, washed with 1 N--HCl (2×50 ml) and 1 N--NaOH (2×50 ml), dried (MgSO4), and evaporated in vacuo to give the product (4.59 g) as white crystals. The reactants are O (water), ClC1=CC(=C(C(=O)Cl)C=C1Cl)F (4,5-dichloro-2-fluoro-benzoyl chloride), NC1=CC=C(C(=O)OC)C=C1 (methyl 4-aminobenzoate), N1=CC=CC=C1 (pyridine). The solvent is ClCCl (dichloromethane), ClCCl (dichloromethane). Product: ClC1=CC(=C(C(=O)NC2=CC=C(C(=O)OC)C=C2)C=C1Cl)F (methyl 4-[(4,5-dichloro-2-fluoro-benzoyl)amino]benzoate). The yield is 80.0%. As a reaction SMILES: [Cl:1][C:2]1[C:10]([Cl:11])=[CH:9][C:5]([C:6](Cl)=[O:7])=[C:4]([F:12])[CH:3]=1.[NH2:13][C:14]1[CH:23]=[CH:22][C:17]([C:18]([O:20][CH3:21])=[O:19])=[CH:16][CH:15]=1.N1C=CC=CC=1.O>ClCCl>[Cl:1][C:2]1[C:10]([Cl:11])=[CH:9][C:5]([C:6]([NH:13][C:14]2[CH:15]=[CH:16][C:17]([C:18]([O:20][CH3:21])=[O:19])=[CH:22][CH:23]=2)=[O:7])=[C:4]([F:12])[CH:3]=1. Procedure details: A solution of 4,5-dichloro-2-fluoro-benzoyl chloride (794.5 mg, 3.49 mmol) in dichloromethane (7.3 mL) was added drop-wise to a mixture of methyl 4-aminobenzoate (528.0 mg, 3.49 mmol), pyridine (847.6 μL, 10.48 mmol) and dichloromethane (11.0 mL) at 0° C. The reaction was stirred and allowed to warm up to room temperature over 1.5 hours. To the reaction, water (10 mL) was added. The solid was isolated by filtration, washed with water (2×10 mL) and hexane (2×10 mL) to yield methyl 4-[(4,5-dichlor... The reactants are O (H2O), N1CCC(CC1)NC(OC(C)(C)C)=O (tert-Butyl piperidin-4-ylcarbamate), CN(C)C(C)C(C)C (N,N-dimethyl isopropylethylamine), ClC=1C=C(C(=O)N)C=C(N1)Cl (2,6-Dichloroisonicotinamide). The solvent is CCOC(=O)C (EtOAc), N,N′-dimethyl acetamide. Yields the product NC(=O)C1=CC(=NC(=C1)Cl)N1CCC(CC1)NC(OC(C)(C)C)=O (tert-Butyl 1-[4-(aminocarbonyl)-6-chloropyridin-2-yl]piperidin-4-ylcarbamate). Reaction SMILES: [NH:1]1[CH2:6][CH2:5][CH:4]([NH:7][C:8](=[O:14])[O:9][C:10]([CH3:13])([CH3:12])[CH3:11])[CH2:3][CH2:2]1.[Cl:15][C:16]1[CH:17]=[C:18]([CH:22]=[C:23](Cl)[N:24]=1)[C:19]([NH2:21])=[O:20].CN(C(C(C)C)C)C.O>CCOC(C)=O>[NH2:21][C:19]([C:18]1[CH:17]=[C:16]([Cl:15])[N:24]=[C:23]([N:1]2[CH2:2][CH2:3][CH:4]([NH:7][C:8](=[O:14])[O:9][C:10]([CH3:11])([CH3:13])[CH3:12])[CH2:5][CH2:6]2)[CH:22]=1)=[O:20]. Procedure: tert-Butyl piperidin-4-ylcarbamate (500 mg, 2.62 mmol), was dissolved in anhydrous N,N′-dimethyl acetamide (4 ml). 2,6-Dichloroisonicotinamide (522 mg, 2.62 mmol) was added, followed by N,N-dimethyl isopropylethylamine (465 μl, 2.62 mmol). Using a Smith Microwave Synthesizer, the mixture was subjected to single-mode microwave at 150° C. for 20 minutes. H2O (50 ml) and EtOAc (100 ml) were added, the EtOAc layer was washed (4×50 ml), dried over Na2SO4 and concentrated in vacuo to give the title pr... The reactants are C(C)[Mg]Br (ethylmagnesium bromide), alcohol, C1(=CC=C(C=C1)S(=O)(=O)O)C (p-toluenesulfonic acid), BrC=1C=C2C(CC(OC2=CC1OC)(C)C)=O (6-bromo-7-methoxy-2,2-dimethyl-chroman-4-one), BrC=1C=C2C(CC(OC2=CC1OC)(C)C)=O (6-bromo-7-methoxy-2,2-dimethyl-chroman-4-one). Run in C1CCOC1 (THF). The product is BrC=1C=C2C(=CC(OC2=CC1OC)(C)C)CC (6-Bromo-4-ethyl-7-methoxy-2,2-dimethyl-2H-chromene). As a reaction SMILES: [CH2:1]([Mg]Br)[CH3:2].[Br:5][C:6]1[CH:7]=[C:8]2[C:13](=[CH:14][C:15]=1[O:16][CH3:17])[O:12][C:11]([CH3:19])([CH3:18])[CH2:10][C:9]2=O.C1(C)C=CC(S(O)(=O)=O)=CC=1>C1COCC1>[Br:5][C:6]1[CH:7]=[C:8]2[C:13](=[CH:14][C:15]=1[O:16][CH3:17])[O:12][C:11]([CH3:19])([CH3:18])[CH:10]=[C:9]2[CH2:1][CH3:2]. Procedure: Following General Procedure C, ethylmagnesium bromide (2.0 M in THF, 4.7 mL, 14.08 mmol) was added to a solution of 6-bromo-7-methoxy-2,2-dimethyl-chroman-4-one (Compound 4, 800 mg, 2.81 mmol) in THF. The crude alcohol was treated with p-toluenesulfonic acid to afford the title compound as a colorless oil. Reactants: O=C(Cl)c1ccccc1, Cc1ccc(S(=O)(=O)n2ccc3c2CCC(Br)C32OCC(CNC(C)C)O2)cc1, c1ccncc1. The product is Cc1ccc(S(=O)(=O)n2ccc3c2CCC(Br)C32OCC(CN(C(=O)c3ccccc3)C(C)C)O2)cc1. Reaction SMILES: [C:30]([c:31]1[cH:32][cH:33][cH:34][cH:35][cH:36]1)(=[O:37])[Cl:38].[CH:1]([CH3:2])([CH3:3])[NH:4][CH2:5][CH:6]1[O:7][C:8]2([O:9][CH2:10]1)[c:11]1[cH:12][cH:13][n:14]([S:20](=[O:21])(=[O:22])[c:23]3[cH:24][cH:25][c:26]([CH3:29])[cH:27][cH:28]3)[c:15]1[CH2:16][CH2:17][CH:18]2[Br:19].[cH:39]1[cH:40][cH:41][n:42][cH:43][cH:44]1>>[CH:1]([CH3:2])([CH3:3])[N:4]([CH2:5][CH:6]1[O:7][C:8]2([O:9][CH2:10]1)[c:11]1[cH:12][cH:13][n:14]([S:20](=[O:21])(=[O:22])[c:23]3[cH:24][cH:25][c:26]([CH3:29])[cH:27][cH:28]3)[c:15]1[CH2:16][CH2:17][CH:18]2[Br:19])[C:30]([c:31]1[cH:32][cH:33][cH:34][cH:35][cH:36]1)=[O:37]. The reactants are Cl (HCl), FC(C(=O)NC1=C(C=C(C=C1)Cl)O)(F)F (2-trifluoroacetylamino-5-chlorophenol), BrCC1=CC=C(C(=O)OC)C=C1 (methyl 4-bromomethylbenzoate), C([O-])([O-])=O.[K+].[K+] (potassium carbonate). Run in CN(C)C=O (DMF). Conditions: temperature 60 celsius, time 1.5 hour. Yields the product FC(C(=O)NC1=C(OCC2=CC=C(C(=O)OC)C=C2)C=C(C=C1)Cl)(F)F (Methyl 4-(2-trifluoroacetylamino-5-chlorophenoxymethyl)benzoate). Yield: 62.3%. Reaction SMILES: [F:1][C:2]([F:15])([F:14])[C:3]([NH:5][C:6]1[CH:11]=[CH:10][C:9]([Cl:12])=[CH:8][C:7]=1[OH:13])=[O:4].Br[CH2:17][C:18]1[CH:27]=[CH:26][C:21]([C:22]([O:24][CH3:25])=[O:23])=[CH:20][CH:19]=1.C(=O)([O-])[O-].[K+].[K+].Cl>CN(C=O)C>[F:15][C:2]([F:1])([F:14])[C:3]([NH:5][C:6]1[CH:11]=[CH:10][C:9]([Cl:12])=[CH:8][C:7]=1[O:13][CH2:17][C:18]1[CH:27]=[CH:26][C:21]([C:22]([O:24][CH3:25])=[O:23])=[CH:20][CH:19]=1)=[O:4] |f:2.3.4|. Reported procedure: To a solution of 2-trifluoroacetylamino-5-chlorophenol (350 mg) and methyl 4-bromomethylbenzoate (435 mg) in DMF (3 ml), potassium carbonate (263 mg) was added at room temperature. The mixture was stirred for 1.5 hours at 60° C. After the termination of reaction, the reaction mixture was poured into diluted HCl and extracted with ethyl acetate. The organic layer was washed, dried over and concentrated under the reduced pressure. The residue was purified on silica gel column chromatography (AcOEt...